Dataset: the Open Reaction Database (ORD), a public repository of structured organic reaction records. Task: describe an organic reaction: reactants, conditions, products, and yield As a reaction SMILES: [CH2:1]([C:3]1[CH:12]=[C:11]2[C:6]([C:7](=[O:17])[CH:8]=[C:9]([C:13]([O:15]C)=[O:14])[NH:10]2)=[CH:5][CH:4]=1)[CH3:2].[OH-].[Na+]>>[CH2:1]([C:3]1[CH:12]=[C:11]2[C:6]([C:7](=[O:17])[CH:8]=[C:9]([C:13]([OH:15])=[O:14])[NH:10]2)=[CH:5][CH:4]=1)[CH3:2] |f:1.2|. Starting materials: C(C)C1=CC=C2C(C=C(NC2=C1)C(=O)OC)=O (methyl 7-ethyl-4-oxo-1,4-dihydroquinoline-2-carboxylate), [OH-].[Na+] (sodium hydroxide). Reported procedure: Treatment of methyl 7-ethyl-4-oxo-1,4-dihydroquinoline-2-carboxylate (0.8 g, Example 3a) with sodium hydroxide (0.58 g) as described in Example 1c, gave 7-ethyl-4-oxo-1,4-dihydroquinoline-2-carboxylic acid (0.66g), m.p. 271° C., δ (360 MHz, NaOD) 1.30 (3H, t, CH3), 2.81 (2H, q, CH2), 6.66 (1H, s, 3-H), 7.36 (1H, d, 6-H), 7.66 (1H, s, 8-H) and 8.11 (1H, d, 5-H), (Found: C, 66.46: H, 5.01; N, 6.59%, C12H11NO3 requires C, 66.35; H, 5.10: N, 6.45%). Isolated yield 87.8%. Yields the product C(C)C1=CC=C2C(C=C(NC2=C1)C(=O)O)=O (7-ethyl-4-oxo-1,4-dihydroquinoline-2-carboxylic acid). Starting materials: [N+](=O)([O-])C1=C(C=CC=C1Cl)CC(=O)OCC (ethyl 2-(2-nitro-3-chlorophenyl)acetate), C1(=CC=CC=C1)[S-].[Na+] (sodium benzenethiolate). Solvent: CN(C=O)C (dimethylformamide). Product: [N+](=O)([O-])C1=C(C=CC=C1SC1=CC=CC=C1)CC(=O)OCC (ethyl 2-(2-nitro-3-phenylthiophenyl)acetate). RXN SMILES: [N+:1]([C:4]1[C:9](Cl)=[CH:8][CH:7]=[CH:6][C:5]=1[CH2:11][C:12]([O:14][CH2:15][CH3:16])=[O:13])([O-:3])=[O:2].[C:17]1([S-:23])[CH:22]=[CH:21][CH:20]=[CH:19][CH:18]=1.[Na+]>CN(C)C=O>[N+:1]([C:4]1[C:9]([S:23][C:17]2[CH:22]=[CH:21][CH:20]=[CH:19][CH:18]=2)=[CH:8][CH:7]=[CH:6][C:5]=1[CH2:11][C:12]([O:14][CH2:15][CH3:16])=[O:13])([O-:3])=[O:2] |f:1.2|. Procedure details: A mixture of ethyl 2-(2-nitro-3-chlorophenyl)acetate (8.4 g.), sodium benzenethiolate (4.6 g.), and dimethylformamide (50 ml.) was treated in a similar manner to the above to give yellow needles of the captioned compound (7.25 g.). mp 65° to 67° C. The reactants are CCCCCCCCCCc1nnc(-c2ccc(O)c(F)c2)s1, CCCCC(=O)O, C(=NC1CCCCC1)=NC1CCCCC1, ClCCl, c1cc(N2CCCC2)ccn1. The product is CCCCCCCCCCc1nnc(-c2ccc(OC(=O)CCCC)c(F)c2)s1. Reaction SMILES: [CH2:1]([CH2:2][CH2:3][CH2:4][CH2:5][CH2:6][CH2:7][CH2:8][CH2:9][CH3:10])[c:11]1[s:12][c:13](-[c:16]2[cH:17][c:18]([F:23])[c:19]([OH:22])[cH:20][cH:21]2)[n:14][n:15]1.[CH3:24][CH2:25][CH2:26][CH2:27][C:28]([OH:29])=[O:30].[CH:31]1([N:32]=[C:33]=[N:34][CH:35]2[CH2:36][CH2:37][CH2:38][CH2:39][CH2:40]2)[CH2:41][CH2:42][CH2:43][CH2:44][CH2:45]1.[Cl:57][CH2:58][Cl:59].[N:46]1([c:47]2[cH:48][cH:49][n:50][cH:51][cH:52]2)[CH2:53][CH2:54][CH2:55][CH2:56]1>>[CH2:1]([CH2:2][CH2:3][CH2:4][CH2:5][CH2:6][CH2:7][CH2:8][CH2:9][CH3:10])[c:11]1[s:12][c:13](-[c:16]2[cH:17][c:18]([F:23])[c:19]([O:22][C:28]([CH2:27][CH2:26][CH2:25][CH3:24])=[O:29])[cH:20][cH:21]2)[n:14][n:15]1. Reactants: NC1(C(NC1C)=O)NC(C(C1=CC=CC=C1)NC(=O)N1C(C(N(CC1)CC)=O)=O)=O (3-Amino-3[2-(4-ethyl-2,3-dioxopiperazine-1-carbonylamino)-2-phenylacetamido]-4-methylazetidin-2-one), N1=CC=CC=C1 (pyridine), C(C)(=O)OC=O (formic acetic anhydride). Run in ClCCl (dichloromethane). Yields the product C(C)N1C(C(N(CC1)C(=O)NC(C(=O)NC1(C(NC1C)=O)NC=O)C1=CC=CC=C1)=O)=O (3[2-(4-Ethyl-2,3-dioxopiperazine-1-carbonylamino)-2-phenylacetamido]-3-formamido-4-methylazetidin-2-one). Yield: 86.2%. As a reaction SMILES: [NH2:1][C:2]1([NH:8][C:9](=[O:30])[CH:10]([NH:17][C:18]([N:20]2[CH2:25][CH2:24][N:23]([CH2:26][CH3:27])[C:22](=[O:28])[C:21]2=[O:29])=[O:19])[C:11]2[CH:16]=[CH:15][CH:14]=[CH:13][CH:12]=2)[CH:5]([CH3:6])[NH:4][C:3]1=[O:7].N1C=CC=CC=1.[C:37](OC=O)(=[O:39])C>ClCCl>[CH2:26]([N:23]1[CH2:24][CH2:25][N:20]([C:18]([NH:17][CH:10]([C:11]2[CH:16]=[CH:15][CH:14]=[CH:13][CH:12]=2)[C:9]([NH:8][C:2]2([NH:1][CH:37]=[O:39])[CH:5]([CH3:6])[NH:4][C:3]2=[O:7])=[O:30])=[O:19])[C:21](=[O:29])[C:22]1=[O:28])[CH3:27]. Procedure: A solution of the amine (62) (87 mg) and pyridine (33 mg) in dry dichloromethane (2 ml) was treated with formic acetic anhydride (40 mg) for 24 hour after which time the solvent was removed in vacuo. Dry dioxan was added and solution re-evaporated (×3). Silica gel column chromatography of the residue gave the title compound (63) (80 mg) as a white powder, νmax. (Nujol) 3500, 3250, 1770, 1710, 1670, and 1500 cm-1, δ[(CD3)2CO]0.88, 0.96, 1.00 and 1.03 (each d, J 6.5 Hz, together 3H) (irradiation a... The reactants are O=C(Cl)c1ccccc1, Cc1c(CCN)cc(-c2ccc(S(C)(=O)=O)cc2)n1-c1ccc(F)cc1, N#N, CN(C)C=O. The product is Cc1c(CCNC(=O)c2ccccc2)cc(-c2ccc(S(C)(=O)=O)cc2)n1-c1ccc(F)cc1. RXN SMILES: [C:29]([c:30]1[cH:31][cH:32][cH:33][cH:34][cH:35]1)(=[O:36])[Cl:37].[F:1][c:2]1[cH:3][cH:4][c:5](-[n:8]2[c:9]([CH3:26])[c:10]([CH2:23][CH2:24][NH2:25])[cH:11][c:12]2-[c:13]2[cH:14][cH:15][c:16]([S:19](=[O:20])(=[O:21])[CH3:22])[cH:17][cH:18]2)[cH:6][cH:7]1.[N:27]#[N:28].[O:38]=[CH:39][N:40]([CH3:41])[CH3:42]>>[F:1][c:2]1[cH:3][cH:4][c:5](-[n:8]2[c:9]([CH3:26])[c:10]([CH2:23][CH2:24][NH:25][C:29]([c:30]3[cH:31][cH:32][cH:33][cH:34][cH:35]3)=[O:36])[cH:11][c:12]2-[c:13]2[cH:14][cH:15][c:16]([S:19](=[O:20])(=[O:21])[CH3:22])[cH:17][cH:18]2)[cH:6][cH:7]1. Starting materials: CN1C(=NC=C1)C=1COC2=C(C1)C=C(C=C2)OC(C(=O)OCC)(C)C (ethyl 2-[3-(1-methyl-1H-imidazol-2-yl)-2H-1-benzopyran-6-yl]oxy-2-methylpropanoate), Cl (HCl), CCOCC (ether). Solvent: C(C)O (ethanol). Product: Cl.CN1C(=NC=C1)C=1COC2=C(C1)C=C(C=C2)OC(C(=O)OCC)(C)C (ethyl 2-[3-(1-methyl-1H-imidazol-2-yl)-2H-1-benzopyran-6-yl]oxy-2-methylpropanoate hydrochloride). RXN SMILES: [CH3:1][N:2]1[CH:6]=[CH:5][N:4]=[C:3]1[C:7]1[CH2:8][O:9][C:10]2[CH:16]=[CH:15][C:14]([O:17][C:18]([CH3:25])([CH3:24])[C:19]([O:21][CH2:22][CH3:23])=[O:20])=[CH:13][C:11]=2[CH:12]=1.[ClH:26].CCOCC>C(O)C>[ClH:26].[CH3:1][N:2]1[CH:6]=[CH:5][N:4]=[C:3]1[C:7]1[CH2:8][O:9][C:10]2[CH:16]=[CH:15][C:14]([O:17][C:18]([CH3:24])([CH3:25])[C:19]([O:21][CH2:22][CH3:23])=[O:20])=[CH:13][C:11]=2[CH:12]=1 |f:4.5|. Procedure details: A solution of 2 g (5.3 mmol) of ethyl 2-[3-(1-methyl-1H-imidazol-2-yl)-2H-1-benzopyran-6-yl]oxy-2-methylpropanoate in 30 ml of absolute ethanol is treated with gaseous HCl for 15 min, with external cooling. The solution is treated, under vigorous stirring, with 100 ml of ether. The precipitate is filtered, washed with ether and dried under vacuum, giving 1.95 g of ethyl 2-[3-(1-methyl-1H-imidazol-2-yl)-2H-1-benzopyran-6-yl]oxy-2-methylpropanoate hydrochloride, m.p. 154°-156° C. Starting materials: C=C(C)C(C(=O)OC)N1C(=O)C(N2C(=O)c3ccccc3C2=O)C1S(=O)Cl, CCOC(C)=O, O. The product is C=C1CS(=O)C2C(N3C(=O)c4ccccc4C3=O)C(=O)N2C1C(=O)OC. RXN SMILES: [CH3:1][C:2]([CH:3]([C:4](=[O:5])[O:6][CH3:7])[N:8]1[CH:9]([S:24](=[O:25])[Cl:26])[CH:10]([N:13]2[C:14](=[O:23])[c:15]3[c:16]([cH:19][cH:20][cH:21][cH:22]3)[C:17]2=[O:18])[C:11]1=[O:12])=[CH2:27].[CH3:29][CH2:30][O:31][C:32](=[O:33])[CH3:34].[OH2:28]>>[CH2:1]1[C:2](=[CH2:27])[CH:3]([C:4](=[O:5])[O:6][CH3:7])[N:8]2[CH:9]([CH:10]([N:13]3[C:14](=[O:23])[c:15]4[c:16]([cH:19][cH:20][cH:21][cH:22]4)[C:17]3=[O:18])[C:11]2=[O:12])[S:24]1=[O:25]. Starting materials: COC(C=1C(C(=O)OC)=C(C=CC1)I)=O (3-iodophthalic acid dimethyl ester), COC1=C(N)C=C(C=C1)OC (2,5-dimethoxyaniline), C=1C=CC(=CC1)P(C=2C=CC=CC2)C3=CC=C4C=CC=CC4=C3C5=C6C=CC=CC6=CC=C5P(C=7C=CC=CC7)C=8C=CC=CC8 (rac-BINAP), C([O-])([O-])=O.[Cs+].[Cs+] (cesium carbonate). The reagents and catalysts are C=1C=CC(=CC1)/C=C/C(=O)/C=C/C2=CC=CC=C2.C=1C=CC(=CC1)/C=C/C(=O)/C=C/C2=CC=CC=C2.C=1C=CC(=CC1)/C=C/C(=O)/C=C/C2=CC=CC=C2.[Pd].[Pd] (Pd2(dba)3). Run in C1(=CC=CC=C1)C (toluene), C(Cl)Cl (CH2Cl2). The product is COC(C=1C(C(=O)OC)=C(C=CC1)NC1=C(C=CC(=C1)OC)OC)=O (3-(2,5-Dimethoxyphenylamino)phthalic acid dimethyl ester). The yield is 68.0%. RXN SMILES: [CH3:1][O:2][C:3](=[O:15])[C:4]1[C:5](=[C:10](I)[CH:11]=[CH:12][CH:13]=1)[C:6]([O:8][CH3:9])=[O:7].[CH3:16][O:17][C:18]1[CH:24]=[CH:23][C:22]([O:25][CH3:26])=[CH:21][C:19]=1[NH2:20].C1C=CC(P(C2C(C3C(P(C4C=CC=CC=4)C4C=CC=CC=4)=CC=C4C=3C=CC=C4)=C3C(C=CC=C3)=CC=2)C2C=CC=CC=2)=CC=1.C(=O)([O-])[O-].[Cs+].[Cs+]>C1(C)C=CC=CC=1.C(Cl)Cl.C1C=CC(/C=C/C(/C=C/C2C=CC=CC=2)=O)=CC=1.C1C=CC(/C=C/C(/C=C/C2C=CC=CC=2)=O)=CC=1.C1C=CC(/C=C/C(/C=C/C2C=CC=CC=2)=O)=CC=1.[Pd].[Pd]>[CH3:1][O:2][C:3](=[O:15])[C:4]1[C:5](=[C:10]([NH:20][C:19]2[CH:21]=[C:22]([O:25][CH3:26])[CH:23]=[CH:24][C:18]=2[O:17][CH3:16])[CH:11]=[CH:12][CH:13]=1)[C:6]([O:8][CH3:9])=[O:7] |f:3.4.5,8.9.10.11.12|. Reported procedure: A mixture of 3-iodophthalic acid dimethyl ester (1.0 g, 3.1 mmol), 2,5-dimethoxyaniline (0.48 g, 3.1 mmol), Pd2(dba)3 (0.13 g, 0.14 mmol), rac-BINAP (0.058 g, 0.093 mmol), and cesium carbonate (1.4 g, 4.3 mmol), in 6 mL toluene was heated to reflux under nitrogen for 24 hours. The reaction mixture was cooled, diluted with CH2Cl2 (10 mL), and filtered through Celite, and the filter was washed with additional CH2Cl2 (30 mL). The filtrate was evaporated, and the residue was chromatographed using a ...